Dataset: the Open Reaction Database (ORD), a public repository of structured organic reaction records. Task: describe an organic reaction: reactants, conditions, products, and yield The reactants are Cl.N1[C@H](C(=O)N2CCCC2)CSC1 (1-L-thioprolylpyrrolidine hydrochloride), C1[C@H](CCC2=CC=CC=C12)CC(=O)O ((S)-(-)-1,2,3,4-tetrahydronaphthalen-2-ylacetic acid), Cl.N1[C@H](C(=O)N2CSCC2)CCC1 (3-L-prolylthiazolidine hydrochloride), C1C(CC2=CC=CC=C12)CCC(=O)O (3-(indan-2-yl)propionic acid). Product: C1[C@H](CCC2=CC=CC=C12)CC(=O)N1[C@H](C(=O)N2CSCC2)CCC1 (3-{1-[(S)-(-)-1,2,3,4-tetrahydronaphthalen-2-ylacetyl]-L-prolyl}thiazolidine). Isolated yield 63.0%. Reaction SMILES: [CH2:1]1[C:10]2[C:5](=[CH:6][CH:7]=[CH:8][CH:9]=2)[CH2:4][CH2:3][C@@H:2]1[CH2:11][C:12]([OH:14])=O.Cl.[NH:16]1[CH2:27][CH2:26][CH2:25][C@H:17]1[C:18]([N:20]1[CH2:24][CH2:23][S:22][CH2:21]1)=[O:19].C1C2C(=CC=CC=2)CC1CCC(O)=O.Cl.N1CSC[C@H]1C(N1CCCC1)=O>>[CH2:1]1[C:10]2[C:5](=[CH:6][CH:7]=[CH:8][CH:9]=2)[CH2:4][CH2:3][C@@H:2]1[CH2:11][C:12]([N:16]1[CH2:27][CH2:26][CH2:25][C@H:17]1[C:18]([N:20]1[CH2:24][CH2:23][S:22][CH2:21]1)=[O:19])=[O:14] |f:1.2,4.5|. Procedure: A colorless oil of 3-{1-[(S)-(-)-1,2,3,4-tetrahydronaphthalen-2-ylacetyl]-L-prolyl}thiazolidine was prepared in the same manner as in Example 25, except that (S)-(-)-1,2,3,4-tetrahydronaphthalen-2-ylacetic acid and 3-L-prolylthiazolidine hydrochloride were used instead of 3-(indan-2-yl)propionic acid and 1-L-thioprolylpyrrolidine hydrochloride, respectively (yield: 63%). Starting materials: ClCC1CC1, COc1ccc(-c2cc(=O)[nH]nc2-c2ccc(OC)c(F)c2)cc1F. Yields the product COc1ccc(-c2cc(=O)n(CC3CC3)nc2-c2ccc(OC)c(F)c2)cc1F. Reaction SMILES: [Cl:26][CH2:27][CH:28]1[CH2:29][CH2:30]1.[F:1][c:2]1[cH:3][c:4](-[c:10]2[cH:11][c:12](=[O:25])[nH:13][n:14][c:15]2-[c:16]2[cH:17][c:18]([F:24])[c:19]([O:22][CH3:23])[cH:20][cH:21]2)[cH:5][cH:6][c:7]1[O:8][CH3:9]>>[F:1][c:2]1[cH:3][c:4](-[c:10]2[cH:11][c:12](=[O:25])[n:13]([CH2:27][CH:28]3[CH2:29][CH2:30]3)[n:14][c:15]2-[c:16]2[cH:17][c:18]([F:24])[c:19]([O:22][CH3:23])[cH:20][cH:21]2)[cH:5][cH:6][c:7]1[O:8][CH3:9].